From a dataset of the Open Reaction Database (ORD), a public repository of structured organic reaction records. describe an organic reaction: reactants, conditions, products, and yield Starting materials: CCOC(C)=O, O=C(OO)c1cccc(Cl)c1, CCOC(=O)CCc1ccc(N(Cc2cccc(-c3c(C)cc(OCC4(O)CCSCC4)cc3C)c2)S(=O)(=O)c2ccccc2[N+](=O)[O-])cc1F. Product: CCOC(=O)CCc1ccc(N(Cc2cccc(-c3c(C)cc(OCC4(O)CCS(=O)CC4)cc3C)c2)S(=O)(=O)c2ccccc2[N+](=O)[O-])cc1F. Reaction SMILES: [CH3:63][CH2:64][O:65][C:66](=[O:67])[CH3:68].[Cl:52][c:53]1[cH:54][cH:55][cH:56][c:57]([C:58]([O:59][OH:61])=[O:60])[cH:62]1.[F:1][c:2]1[c:3]([CH2:45][CH2:46][C:47](=[O:48])[O:49][CH2:50][CH3:51])[cH:4][cH:5][c:6]([N:8]([S:9](=[O:10])(=[O:11])[c:12]2[c:13]([N+:18](=[O:19])[O-:20])[cH:14][cH:15][cH:16][cH:17]2)[CH2:21][c:22]2[cH:23][c:24](-[c:28]3[c:29]([CH3:44])[cH:30][c:31]([O:35][CH2:36][C:37]4([OH:43])[CH2:38][CH2:39][S:40][CH2:41][CH2:42]4)[cH:32][c:33]3[CH3:34])[cH:25][cH:26][cH:27]2)[cH:7]1>>[F:1][c:2]1[c:3]([CH2:45][CH2:46][C:47](=[O:48])[O:49][CH2:50][CH3:51])[cH:4][cH:5][c:6]([N:8]([S:9](=[O:10])(=[O:11])[c:12]2[c:13]([N+:18](=[O:19])[O-:20])[cH:14][cH:15][cH:16][cH:17]2)[CH2:21][c:22]2[cH:23][c:24](-[c:28]3[c:29]([CH3:44])[cH:30][c:31]([O:35][CH2:36][C:37]4([OH:43])[CH2:38][CH2:39][S:40](=[O:60])[CH2:41][CH2:42]4)[cH:32][c:33]3[CH3:34])[cH:25][cH:26][cH:27]2)[cH:7]1. The reactants are C1CCOC1, OC(c1ccc2cccnc2c1)c1nccnc1Cl, O=C1NC(=O)c2ccccc21, CC(C)OC(=O)N=NC(=O)OC(C)C. Product: O=C1c2ccccc2C(=O)N1C(c1ccc2cccnc2c1)c1nccnc1Cl. RXN SMILES: [CH2:45]1[O:46][CH2:47][CH2:48][CH2:49]1.[Cl:1][c:2]1[c:3]([CH:8]([OH:9])[c:10]2[cH:11][cH:12][c:13]3[cH:14][cH:15][cH:16][n:17][c:18]3[cH:19]2)[n:4][cH:5][cH:6][n:7]1.[O:20]=[C:21]1[NH:22][C:23](=[O:24])[c:25]2[cH:26][cH:27][cH:28][cH:29][c:30]21.[O:31]=[C:32]([O:33][CH:34]([CH3:35])[CH3:36])[N:37]=[N:38][C:39]([O:40][CH:41]([CH3:42])[CH3:43])=[O:44]>>[Cl:1][c:2]1[c:3]([CH:8]([c:10]2[cH:11][cH:12][c:13]3[cH:14][cH:15][cH:16][n:17][c:18]3[cH:19]2)[N:22]2[C:21](=[O:20])[c:30]3[c:25]([cH:26][cH:27][cH:28][cH:29]3)[C:23]2=[O:24])[n:4][cH:5][cH:6][n:7]1. Starting materials: COC(=O)c1cccc(CBr)c1, O=C([O-])[O-], Cc1cnc(C(O)(C(C)c2ccc(O)cc2Cl)C(F)(F)F)cn1, [K+], [K+]. The product is COC(=O)c1cccc(COc2ccc(C(C)C(O)(c3cnc(C)cn3)C(F)(F)F)c(Cl)c2)c1. As a reaction SMILES: [Br:24][CH2:25][c:26]1[cH:27][c:28]([C:29](=[O:30])[O:31][CH3:32])[cH:33][cH:34][cH:35]1.[C:36](=[O:37])([O-:38])[O-:39].[Cl:1][c:2]1[cH:3][c:4]([OH:23])[cH:5][cH:6][c:7]1[CH:8]([C:9]([C:10]([F:11])([F:12])[F:13])([c:14]1[n:15][cH:16][c:17]([CH3:20])[n:18][cH:19]1)[OH:21])[CH3:22].[K+:40].[K+:41]>>[Cl:1][c:2]1[cH:3][c:4]([O:23][CH2:25][c:26]2[cH:27][c:28]([C:29](=[O:30])[O:31][CH3:32])[cH:33][cH:34][cH:35]2)[cH:5][cH:6][c:7]1[CH:8]([C:9]([C:10]([F:11])([F:12])[F:13])([c:14]1[n:15][cH:16][c:17]([CH3:20])[n:18][cH:19]1)[OH:21])[CH3:22]. Reactants: CC(C)(C)OC(=O)NCCCCCCN, ClCCl, Cl, O=[N+]([O-])c1ccccc1S(=O)(=O)Cl. Yields the product CC(C)(C)OC(=O)NCCCCCCNS(=O)(=O)c1ccccc1[N+](=O)[O-]. Reaction SMILES: [C:2](=[O:3])([O:4][C:5]([CH3:6])([CH3:7])[CH3:8])[NH:9][CH2:10][CH2:11][CH2:12][CH2:13][CH2:14][CH2:15][NH2:16].[CH2:30]([Cl:31])[Cl:32].[ClH:1].[N+:17](=[O:18])([O-:19])[c:20]1[c:21]([S:26](=[O:27])(=[O:28])[Cl:29])[cH:22][cH:23][cH:24][cH:25]1>>[C:2](=[O:3])([O:4][C:5]([CH3:6])([CH3:7])[CH3:8])[NH:9][CH2:10][CH2:11][CH2:12][CH2:13][CH2:14][CH2:15][NH:16][S:26]([c:21]1[c:20]([N+:17](=[O:18])[O-:19])[cH:25][cH:24][cH:23][cH:22]1)(=[O:27])=[O:28].